From a dataset of the Open Reaction Database (ORD), a public repository of structured organic reaction records. describe an organic reaction: reactants, conditions, products, and yield Reactants: C1(=CC=CC=C1)C(CCO)=O (3-phenyl-3-oxopropanol), [RuI(p-cymene)((R)-BINAP)]I3, stainless steel. Run in CO (methanol). Reaction conditions: temperature 30 celsius, time 20 hour. Product: C1(=CC=CC=C1)[C@H](CCO)O ((1S)-phenyl-1,3-propanediol). Isolated yield 74.7%. As a reaction SMILES: [C:1]1([C:7](=[O:11])[CH2:8][CH2:9][OH:10])[CH:6]=[CH:5][CH:4]=[CH:3][CH:2]=1>CO>[C:1]1([C@@H:7]([OH:11])[CH2:8][CH2:9][OH:10])[CH:6]=[CH:5][CH:4]=[CH:3][CH:2]=1. Procedure details: In a 500 ml stainless steel-made autoclave were charged 65 g (400 mmole) of 3-phenyl-3-oxopropanol and 550 mg (0.4 mmole) of [RuI(p-cymene)((R)-BINAP)]I3 synthesized in Example 1 in a nitrogen atmosphere, and 300 ml of methanol was added thereto, followed by stirring the mixture at 30° C. for 20 hours under a hydrogen pressure of 30 atm. The reaction mixture was concentrated and subjected to silica gel column chromatography (eluent: hexane/isopropanol=9/l by volume) to eliminate the complex. The...